describe an organic reaction: reactants, conditions, products, and yield From a dataset of the Open Reaction Database (ORD), a public repository of structured organic reaction records. Reactants: C(=O)NC1[C@@H]2N(C(C(CS2)=C)C(=O)OC(C2=CC=CC=C2)C2=CC=CC=C2)C1=O (benzhydryl 7-formamido-3-methylenecepham-4-carboxylate), CSC (Dimethyl sulfide), O=[O+][O-] (ozone). Run in C(Cl)Cl (methylene chloride), CO (methanol). Conditions: time 10 minute. Product: C(=O)NC1[C@@H]2N(C(=C(CS2)O)C(=O)OC(C2=CC=CC=C2)C2=CC=CC=C2)C1=O (benzhydryl 7-formamido-3-hydroxy-3-cephem-4-carboxylate). Reaction SMILES: [CH:1]([NH:3][CH:4]1[C:28](=[O:29])[N:6]2[CH:7]([C:12]([O:14][CH:15]([C:22]3[CH:27]=[CH:26][CH:25]=[CH:24][CH:23]=3)[C:16]3[CH:21]=[CH:20][CH:19]=[CH:18][CH:17]=3)=[O:13])[C:8](=C)[CH2:9][S:10][C@H:5]12)=[O:2].[O:30]=[O+][O-].CSC>C(Cl)Cl.CO>[CH:1]([NH:3][CH:4]1[C:28](=[O:29])[N:6]2[C:7]([C:12]([O:14][CH:15]([C:22]3[CH:23]=[CH:24][CH:25]=[CH:26][CH:27]=3)[C:16]3[CH:21]=[CH:20][CH:19]=[CH:18][CH:17]=3)=[O:13])=[C:8]([OH:30])[CH2:9][S:10][C@H:5]12)=[O:2]. Procedure: A solution of benzhydryl 7-formamido-3-methylenecepham-4-carboxylate (40.8 g) in methylene chloride (300 ml) and methanol (1.2 l) was cooled at -74° C. in a dry ice-acetone bath. A theoretical amount of ozone was blown through the solution at -74° C. for 10 minutes with stirring, and nitrogen gas was blown through the solution at -74° C. for 10 minutes Dimethyl sulfide (20 ml) was added to the solution at -74° C. The mixture was slowly warmed to ambient temperature and evaporated in vacuo. The r... The reactants are C(C)(=O)NCC(C(CNC(C)=O)C1=CC=C(C=C1)OC)C1=CC=C(C=C1)Cl (N,N'-diacetyl-1,4-diamino-2-(p-chlorophenyl)-3-(p-methoxyphenyl)-butane), [OH-].[Na+] (sodium hydroxide). Yields the product NCC(C(CN)C1=CC=C(C=C1)OC)C1=CC=C(C=C1)Cl (1,4-Diamino-2-(p-chlorophenyl)-3-(p-methoxyphenyl)-butane). RXN SMILES: C([NH:4][CH2:5][CH:6]([C:21]1[CH:26]=[CH:25][C:24]([Cl:27])=[CH:23][CH:22]=1)[CH:7]([C:13]1[CH:18]=[CH:17][C:16]([O:19][CH3:20])=[CH:15][CH:14]=1)[CH2:8][NH:9]C(=O)C)(=O)C.[OH-].[Na+]>>[NH2:4][CH2:5][CH:6]([C:21]1[CH:22]=[CH:23][C:24]([Cl:27])=[CH:25][CH:26]=1)[CH:7]([C:13]1[CH:18]=[CH:17][C:16]([O:19][CH3:20])=[CH:15][CH:14]=1)[CH2:8][NH2:9] |f:1.2|. Procedure: 21.14 g (0.054 mol) of N,N'-diacetyl-1,4-diamino-2-(p-chlorophenyl)-3-(p-methoxyphenyl)-butane in 80 ml of 15% strength aqueous sodium hydroxide solution are heated to 200° C. in an autoclave for 12 hours. After cooling, the mixture is extracted with chloroform and the organic phase is washed with water and then evaporated in a rotary evaporator. Yield of crude product: 13.2 g (79.6% of theory) of a crystalline product. For purification, this product is recrystallised from 200 ml of cyclohexane,... The reactants are FC=1C=C(OC2=CC=C(C(=O)O)C=C2)C=CC1 (4-(3-fluorophenoxy)benzoic acid), Example 10 ( 10d ), O1CCCC1 (tetrahydrofuran), solution, [F-].C(CCC)[N+](CCCC)(CCCC)CCCC (tetrabutylammonium fluoride), C1(CCCCC1)N=C=NC1CCCCC1 (N,N′-dicyclohexylcarbodiimide), Example 10 ( 10f ), [Si](C)(C)(C(C)(C)C)OCC1=CC(=C(S1)C(N)=NO)CC (5-({[t-butyl(dimethyl)silyl]oxy}methyl)-3-ethyl-N′-hydroxythiophene-2-carboximidamide), Example 17 ( 17a ). The product is crude product, C(C)C=1C=C(SC1C1=NOC(=N1)C1=CC=C(C=C1)OC1=CC(=CC=C1)F)CO ((4-Ethyl-5-{5-[4-(3-fluorophenoxy)phenyl]-1,2,4-oxadiazol-3-yl}-2-thienyl)methanol). As a reaction SMILES: [Si]([O:8][CH2:9][C:10]1[S:14][C:13]([C:15](=[N:17][OH:18])[NH2:16])=[C:12]([CH2:19][CH3:20])[CH:11]=1)(C(C)(C)C)(C)C.[F:21][C:22]1[CH:23]=[C:24]([CH:35]=[CH:36][CH:37]=1)[O:25][C:26]1[CH:34]=[CH:33][C:29]([C:30](O)=O)=[CH:28][CH:27]=1.C1(N=C=NC2CCCCC2)CCCCC1.[F-].C([N+](CCCC)(CCCC)CCCC)CCC.O1CCCC1>>[CH2:19]([C:12]1[CH:11]=[C:10]([CH2:9][OH:8])[S:14][C:13]=1[C:15]1[N:16]=[C:30]([C:29]2[CH:33]=[CH:34][C:26]([O:25][C:24]3[CH:35]=[CH:36][CH:37]=[C:22]([F:21])[CH:23]=3)=[CH:27][CH:28]=2)[O:18][N:17]=1)[CH3:20] |f:3.4|. Procedure details: The crude product of the title compound was synthesized by conducting the reaction similar to that mentioned in Example 10 (10f) using 5-({[t-butyl(dimethyl)silyl]oxy}methyl)-3-ethyl-N′-hydroxythiophene-2-carboximidamide (0.16 g, 0.50 mmol) that was obtained in Example 10 (10d), 4-(3-fluorophenoxy)benzoic acid (0.13 g, 0.55 mmol) that was obtained in Example 17 (17a), N,N′-dicyclohexylcarbodiimide (0.11 g, 0.55 mmol), and 1.0 M solution of tetrabutylammonium fluoride in tetrahydrofuran (0.75 mL,...